Dataset: the Open Reaction Database (ORD), a public repository of structured organic reaction records. Task: describe an organic reaction: reactants, conditions, products, and yield Run at temperature 100 celsius, time 4 hour. Product: ClC1=NC(=NC(=C1NC=O)NOC[C@H]1OC(OC1)(C)C)NC=O ((S)-4-Chloro-2,5-diformamido-6-(2,2-dimethyl-1,3-dioxolan-4-ylmethoxyamino)pyrimidine). RXN SMILES: Cl[C:2]1[C:7]([NH:8][CH:9]=[O:10])=[C:6]([Cl:11])[N:5]=[C:4]([NH:12][CH:13]=[O:14])[N:3]=1.[CH3:15][C:16]1([CH3:24])[O:20][C@H:19]([CH2:21][O:22][NH2:23])[CH2:18][O:17]1.C(N(C(C)C)CC)(C)C>COCCOCCOC>[Cl:11][C:6]1[C:7]([NH:8][CH:9]=[O:10])=[C:2]([NH:23][O:22][CH2:21][C@@H:19]2[CH2:18][O:17][C:16]([CH3:24])([CH3:15])[O:20]2)[N:3]=[C:4]([NH:12][CH:13]=[O:14])[N:5]=1. Starting materials: ClC1=NC(=NC(=C1NC=O)Cl)NC=O (4,6-dichloro-2,5-diformamidopyrimidine), CC1(OC[C@H](O1)CON)C ((S)-2,2-dimethyl-1,3-dioxolan-4-ylmethoxyamine), C(C)(C)N(CC)C(C)C (diisopropylethylamine). Reported procedure: A mixture of 4,6-dichloro-2,5-diformamidopyrimidine (7.3 g, 31.1 mmol), (S)-2,2-dimethyl-1,3-dioxolan-4-ylmethoxyamine (4.6 g, 31.1 mmol) and diisopropylethylamine (8.03 g, 62.1 mmol) in diglyme (125 ml) was stirred at 100° C. for 4 h. The reaction was filtered, evaporated and the residue chromatographed twice in chloroform-methanol 15:1 affording (S)-4-chloro-2,5-diformamido-6-(2,2-dimethyl-1,3-dioxolan-4-ylmethoxyamino)pyrimidine(2.6 g, 24%). υmax (CHCl3) 3400, 1700, 1580, 1560 and 1470 cm-1 ;... Solvent: COCCOCCOC (diglyme). The reactants are ClCC(C(=O)O)(C)C (3-chloropivalic acid), C(C)(=S)[O-].[K+] (potassium thioacetate), [I-].[K+] (potassium iodide), C(C)O (ethanol). Product: C(C)(=O)CC(C(=S)O)(C)C (3-acetylthiopivalic acid). RXN SMILES: Cl[CH2:2][C:3]([CH3:8])([CH3:7])[C:4](O)=[O:5].C([O-])(=[S:11])C.[K+].[I-].[K+].[CH2:16]([OH:18])[CH3:17]>>[C:16]([CH2:2][C:3]([CH3:8])([CH3:7])[C:4]([OH:5])=[S:11])(=[O:18])[CH3:17] |f:1.2,3.4|. Procedure details: The starting material is prepared as follows: The mixture of 50 g of 3-chloropivalic acid, 4.2 g of potassium thioacetate, 1 g of potassium iodide and 200 ml of ethanol is refluxed for 18 hours. It is cooled to room temperature, filtered, the filtrate evaporated and the residue partitioned between 100 ml of water and 200 ml of diethyl ether. The aqueous layer is extracted with 100 ml of diethyl ether, the combined organic layers dried, evaporated and the residue distilled at 150°-155°/3 mm Hg, t... The product is C1(CC1)N1C(=NC2=C1C(=C(C=C2)F)C(=O)N2CCOCC2)[C@H](C)NC=2C1=C(N=CN2)SC=N1 ([3-cyclopropyl-5-fluoro-2-[(1S)-1-(thiazolo[5,4-d]pyrimidin-7-ylamino)ethyl]benzimidazol-4-yl]-morpholino-methanone). Starting materials: N[C@@H](C)C=1N(C2=C(N1)C=CC(=C2C(=O)N2CCOCC2)F)C2CC2 ([2-((S)-1-aminoethyl)-3-cyclopropyl-5-fluoro-3H-benzoimidazol-4-yl]-morpholin-4-yl-methanone), ClC=1C2=C(N=CN1)SC=N2 (7-chloro-thiazolo[5,4-d]pyrimidine), CCN(C(C)C)C(C)C (DIPEA). RXN SMILES: [NH2:1][C@H:2]([C:4]1[N:5]([CH:22]2[CH2:24][CH2:23]2)[C:6]2[C:12]([C:13]([N:15]3[CH2:20][CH2:19][O:18][CH2:17][CH2:16]3)=[O:14])=[C:11]([F:21])[CH:10]=[CH:9][C:7]=2[N:8]=1)[CH3:3].Cl[C:26]1[C:27]2[N:34]=[CH:33][S:32][C:28]=2[N:29]=[CH:30][N:31]=1.CCN(C(C)C)C(C)C>CC(O)C.CO>[CH:22]1([N:5]2[C:6]3[C:12]([C:13]([N:15]4[CH2:16][CH2:17][O:18][CH2:19][CH2:20]4)=[O:14])=[C:11]([F:21])[CH:10]=[CH:9][C:7]=3[N:8]=[C:4]2[C@@H:2]([NH:1][C:26]2[C:27]3[N:34]=[CH:33][S:32][C:28]=3[N:29]=[CH:30][N:31]=2)[CH3:3])[CH2:23][CH2:24]1. The solvent is CC(C)O (IPA), CO (MeOH). Isolated yield 71.3%. Conditions: temperature 90 celsius. Procedure: A mixture of [2-((S)-1-aminoethyl)-3-cyclopropyl-5-fluoro-3H-benzoimidazol-4-yl]-morpholin-4-yl-methanone (108 mg, 0.33 mmol), 7-chloro-thiazolo[5,4-d]pyrimidine (61 mg, 0.36 mmol) and DIPEA (170 μL, 0.98 mmol) in IPA (1 mL) was heated at 90° C. in a sealed vial for 17 h. After cooling to RT, the reaction mixture was diluted with MeOH and loaded onto an Isolute® SCX-2 cartridge. The cartridge was washed with MeOH followed by 2M NH3/MeOH. The basic fractions were combined, concentrated in vacuo a...